describe an organic reaction: reactants, conditions, products, and yield From a dataset of the Open Reaction Database (ORD), a public repository of structured organic reaction records. Reported procedure: To a solution of ethyl-4-[2,2-dimethyl-4-(5-methyl-thien-2-yl)-benzo[1,2-g]-chrom-3-en-7-yl]benzoate (Compound 11, 18 mg, 0.03 mmol) in methanol (0.5 mL) and THF (1 mL), was added LiOH in water (1M solution, 0.3 mL). The reaction mixture was stirred for 20 hours, the solvent was removed under reduced pressure, the residue dissolved in water (5 mL), washed with ether (10 mL) and the aqueous layer was acidified to PH 5. The aqueous layer was extracted with ethyl acetate (3×20 mL). The combined org... The solvent is CO (methanol), C1CCOC1 (THF), O (water). Reaction conditions: time 20 hour. Starting materials: C(C)OC(C1=CC=C(C=C1)C=1C=CC2=C(C=C3C(=CC(OC3=C2)(C)C)C=2SC(=CC2)C)C1)=O (ethyl-4-[2,2-dimethyl-4-(5-methyl-thien-2-yl)-benzo[1,2-g]-chrom-3-en-7-yl]benzoate), C(C)OC(C1=CC=C(C=C1)C=1C=CC2=C(C=C3C(=CC(OC3=C2)(C)C)C=2SC(=CC2)C)C1)=O (ethyl-4-[2,2-dimethyl-4-(5-methyl-thien-2-yl)-benzo[1,2-g]-chrom-3-en-7-yl]benzoate), [Li+].[OH-] (LiOH). Product: CC1(OC2=CC3=C(C=C2C(=C1)C=1SC(=CC1)C)C=C(C=C3)C3=CC=C(C(=O)O)C=C3)C (4-[2,2-Dimethyl-4-(5-methyl-thien-2-yl)-benzo[1,2-g]-chrom-3-en-7-yl]benzoic Acid). As a reaction SMILES: C([O:3][C:4](=[O:33])[C:5]1[CH:10]=[CH:9][C:8]([C:11]2[CH:12]=[CH:13][C:14]3[CH:23]=[C:22]4[C:17]([C:18]([C:26]5[S:27][C:28]([CH3:31])=[CH:29][CH:30]=5)=[CH:19][C:20]([CH3:25])([CH3:24])[O:21]4)=[CH:16][C:15]=3[CH:32]=2)=[CH:7][CH:6]=1)C.[Li+].[OH-]>CO.C1COCC1.O>[CH3:24][C:20]1([CH3:25])[CH:19]=[C:18]([C:26]2[S:27][C:28]([CH3:31])=[CH:29][CH:30]=2)[C:17]2[C:22](=[CH:23][C:14]3[CH:13]=[CH:12][C:11]([C:8]4[CH:9]=[CH:10][C:5]([C:4]([OH:33])=[O:3])=[CH:6][CH:7]=4)=[CH:32][C:15]=3[CH:16]=2)[O:21]1 |f:1.2|. Reactants: ClC1=C(C=C(C(=O)O)C=C1S(N)(=O)=O)[N+](=O)[O-] (4-chloro-3-nitro-5-sulphamyl-benzoic acid), ClC=1C=C(C=CC1)O (m-chlorophenol), C([O-])(O)=O.[Na+] (sodium bicarbonate). Run in O (water). Reaction conditions: temperature 85 celsius, time 10 hour. The product is ClC=1C=C(OC2=C(C=C(C(=O)O)C=C2S(N)(=O)=O)[N+](=O)[O-])C=CC1 (4-(m-Chlorophenoxy)-3-nitro-5-sulphamyl-benzoic acid). As a reaction SMILES: Cl[C:2]1[C:10]([S:11](=[O:14])(=[O:13])[NH2:12])=[CH:9][C:5]([C:6]([OH:8])=[O:7])=[CH:4][C:3]=1[N+:15]([O-:17])=[O:16].[Cl:18][C:19]1[CH:20]=[C:21]([OH:25])[CH:22]=[CH:23][CH:24]=1.C(=O)(O)[O-].[Na+]>O>[Cl:18][C:19]1[CH:20]=[C:21]([CH:22]=[CH:23][CH:24]=1)[O:25][C:2]1[C:10]([S:11](=[O:14])(=[O:13])[NH2:12])=[CH:9][C:5]([C:6]([OH:8])=[O:7])=[CH:4][C:3]=1[N+:15]([O-:17])=[O:16] |f:2.3|. Procedure: A mixture of 4-chloro-3-nitro-5-sulphamyl-benzoic acid (28 g), m-chlorophenol (26 g), sodium bicarbonate (34 g), and water (200 ml) was stirred at 85°C for 10 hours. After cooling, excess m-chlorophenol was removed by extraction with diethyl ether, and 4-(m-chlorophenoxy)-3-nitro-5-sulphamyl-benzoic acid was precipitated from the aqueous layer by the addition of 4N hydrochloric acid. After recrystallization from aqueous methanol, the melting point was 230°-232°C.